From a dataset of the Open Reaction Database (ORD), a public repository of structured organic reaction records. describe an organic reaction: reactants, conditions, products, and yield The reactants are CO, ON=Cc1ccc2cc(Cl)ccc2n1, [H][H], C1CCOC1. Yields the product NCc1ccc2cc(Cl)ccc2n1. As a reaction SMILES: [CH3:17][OH:18].[Cl:1][c:2]1[cH:3][c:4]2[cH:5][cH:6][c:7]([CH:12]=[N:13][OH:14])[n:8][c:9]2[cH:10][cH:11]1.[H:15][H:16].[O:19]1[CH2:20][CH2:21][CH2:22][CH2:23]1>>[Cl:1][c:2]1[cH:3][c:4]2[cH:5][cH:6][c:7]([CH2:12][NH2:13])[n:8][c:9]2[cH:10][cH:11]1. Reactants: C(C1=CC=CC=C1)(=O)C=1NC2=CC(=CC=C2C1CC(=O)O)Cl ((2-benzoyl-6-chloro-1H-indol-3-yl)acetic acid), NCCO (2-aminoethanol). The product is C(C1=CC=CC=C1)(=O)C=1NC2=CC(=CC=C2C1CC(=O)NCCO)Cl ((2-Benzoyl-6-chloro-1H-indol-3-yl)-N-(2-hydroxyethyl)acetamide). Reaction SMILES: [C:1]([C:9]1[NH:10][C:11]2[C:16]([C:17]=1[CH2:18][C:19](O)=[O:20])=[CH:15][CH:14]=[C:13]([Cl:22])[CH:12]=2)(=[O:8])[C:2]1[CH:7]=[CH:6][CH:5]=[CH:4][CH:3]=1.[NH2:23][CH2:24][CH2:25][OH:26]>>[C:1]([C:9]1[NH:10][C:11]2[C:16]([C:17]=1[CH2:18][C:19]([NH:23][CH2:24][CH2:25][OH:26])=[O:20])=[CH:15][CH:14]=[C:13]([Cl:22])[CH:12]=2)(=[O:8])[C:2]1[CH:7]=[CH:6][CH:5]=[CH:4][CH:3]=1. Procedure details: The title compound was prepared according to the procedure described in Example 43 from (2-benzoyl-6-chloro-1H-indol-3-yl)acetic acid (Example 2) and 2-aminoethanol. Starting materials: O (water), C([O-])([O-])=O.[Cs+].[Cs+] (Cesium carbonate), OC1=C(C(=O)OC)C=CC=C1OC(C)C (methyl 2-hydroxy-3-(propan-2-yloxy)benzoate), C(C=C)Br (Allyl bromide). Run in CN(C=O)C (N,N-dimethylformamide). Conditions: time 1.5 hour. The product is CC(C)OC=1C(=C(C(=O)OC)C=CC1)OCC=C (methyl 3-(propan-2-yloxy)-2-(prop-2-en-1-yloxy)benzoate). The yield is 79.0%. Reaction SMILES: C(=O)([O-])[O-].[Cs+].[Cs+].[OH:7][C:8]1[C:17]([O:18][CH:19]([CH3:21])[CH3:20])=[CH:16][CH:15]=[CH:14][C:9]=1[C:10]([O:12][CH3:13])=[O:11].[CH2:22](Br)[CH:23]=[CH2:24].O>CN(C)C=O>[CH3:20][CH:19]([O:18][C:17]1[C:8]([O:7][CH2:24][CH:23]=[CH2:22])=[C:9]([CH:14]=[CH:15][CH:16]=1)[C:10]([O:12][CH3:13])=[O:11])[CH3:21] |f:0.1.2|. Procedure details: Cesium carbonate (2.05 g, 6.2 mmol) was added to a solution of methyl 2-hydroxy-3-(propan-2-yloxy)benzoate (123c, 539 mg, 2.40 mmol) in N,N-dimethylformamide (9.6 mL), causing a thick paste to form. Allyl bromide (0.25 mL, 3.0 mmol) was added and the mixture stirred at room temperature for 1.5 hours. Deionized water (15 mL) was added, and the solution extracted with ethyl acetate (2×20 mL). The combined organic extracts were dried over magnesium sulfate, filtered, concentrated under vacuum, and ... The reactants are NC1=NC(=CC(=N1)OC)OC (2-amino-4,6-dimethoxy-pyrimidine), S(=O)(=O)(Cl)Cl (sulfuryl chloride), [O-]C#N.[Na+] (sodium cyanate), CNS(=O)(=O)C (N-methylmethanesulfonamide). Run in O (water), C(C)#N (acetonitrile). Run at temperature 20 celsius, time 75 minute. Yields the product CS(=O)(=O)N(C)S(=O)(=O)NC(=O)NC1=NC(=CC(=N1)OC)OC (1-[(N-methylsulfonyl-N-methyl-amino)-sulfonyl]-3-(4,6-dimethoxy-2-pyrimidyl)-urea). Isolated yield 82.3%. Reaction SMILES: [S:1](Cl)(Cl)(=[O:3])=[O:2].[O-:6][C:7]#[N:8].[Na+].[CH3:10][NH:11][S:12]([CH3:15])(=[O:14])=[O:13].[NH2:16][C:17]1[N:22]=[C:21]([O:23][CH3:24])[CH:20]=[C:19]([O:25][CH3:26])[N:18]=1>O.C(#N)C>[CH3:15][S:12]([N:11]([S:1]([NH:8][C:7]([NH:16][C:17]1[N:18]=[C:19]([O:25][CH3:26])[CH:20]=[C:21]([O:23][CH3:24])[N:22]=1)=[O:6])(=[O:3])=[O:2])[CH3:10])(=[O:14])=[O:13] |f:1.2|. Procedure details: 340 g (2.52 mol) of sulfuryl chloride are introduced into 1.5 l of acetonitrile, and 260 g (4.0 mol) of sodium cyanate are added in portions within the space of 20 min while stirring vigorously (20° C.). The mixture is stirred for a further 15 min and then 222 g (2.0 mol) of N-methylmethanesulfonamide are added dropwise at 25° C., the temperature is raised slowly and the mixture is heated to reflux for 200 min while stirring vigorously. Subsequently, the excess sulfuryl chloride is distilled off... Reactants: ClCCCBr, O=C([O-])[O-], CCOCC, CC(C)=O, CN(C)C=O, [K+], [K+], O, O=c1cc(CO)oc2cc(O)ccc12. The product is O=c1cc(CO)oc2cc(OCCCCl)ccc12. As a reaction SMILES: [Br:15][CH2:16][CH2:17][CH2:18][Cl:19].[C:20](=[O:21])([O-:22])[O-:23].[CH2:36]([O:37][CH2:38][CH3:39])[CH3:40].[CH3:27][C:28](=[O:29])[CH3:30].[CH3:31][N:32]([CH3:33])[CH:34]=[O:35].[K+:24].[K+:25].[OH2:26].[OH:1][c:2]1[cH:3][cH:4][c:5]2[c:6](=[O:14])[cH:7][c:8]([CH2:12][OH:13])[o:9][c:10]2[cH:11]1>>[O:1]([c:2]1[cH:3][cH:4][c:5]2[c:6](=[O:14])[cH:7][c:8]([CH2:12][OH:13])[o:9][c:10]2[cH:11]1)[CH2:16][CH2:17][CH2:18][Cl:19]. Starting materials: FC(C=1C=C(C(=O)N2[C@@H](CN(CC2)CCN2C[C@H](OCC2)COC)CC2=CC(=C(C=C2)C)NC(C(F)(F)F)=O)C=C(C1)C(F)(F)F)(F)F ((2R)-1-[3,5-bis(trifluoromethyl)-benzoyl]-2-[4-methyl-3-(trifluoroacetylamino)benzyl]-4-[2-[(2S)-2-(methoxymethyl)morpholino]ethyl]piperazine), [H-].[Na+] (sodium hydride), CI (Methyl iodide). Solvent: [Cl-].[Na+].O (Brine), O1CCCC1 (tetrahydrofuran). Run at time 20 minute. Yields the product FC(C=1C=C(C(=O)N2[C@@H](CN(CC2)CCN2C[C@H](OCC2)COC)CC2=CC(=C(C=C2)C)N(C(C(F)(F)F)=O)C)C=C(C1)C(F)(F)F)(F)F ((2R)-1-[3,5-bis(trifluoromethyl)benzoyl]-2-[4-methyl-3-(N-methyl-N-trifluoroacetylamino)benzyl]-4-[2-[(2S)-2-(methoxymethyl)-morpholino]ethyl]piperazine). Isolated yield 23.2%. RXN SMILES: [F:1][C:2]([F:48])([F:47])[C:3]1[CH:4]=[C:5]([CH:40]=[C:41]([C:43]([F:46])([F:45])[F:44])[CH:42]=1)[C:6]([N:8]1[CH2:13][CH2:12][N:11]([CH2:14][CH2:15][N:16]2[CH2:21][CH2:20][O:19][C@H:18]([CH2:22][O:23][CH3:24])[CH2:17]2)[CH2:10][C@H:9]1[CH2:25][C:26]1[CH:31]=[CH:30][C:29]([CH3:32])=[C:28]([NH:33][C:34](=[O:39])[C:35]([F:38])([F:37])[F:36])[CH:27]=1)=[O:7].[H-].[Na+].[CH3:51]I>O1CCCC1.[Cl-].[Na+].O>[F:48][C:2]([F:1])([F:47])[C:3]1[CH:4]=[C:5]([CH:40]=[C:41]([C:43]([F:45])([F:46])[F:44])[CH:42]=1)[C:6]([N:8]1[CH2:13][CH2:12][N:11]([CH2:14][CH2:15][N:16]2[CH2:21][CH2:20][O:19][C@H:18]([CH2:22][O:23][CH3:24])[CH2:17]2)[CH2:10][C@H:9]1[CH2:25][C:26]1[CH:31]=[CH:30][C:29]([CH3:32])=[C:28]([N:33]([CH3:51])[C:34](=[O:39])[C:35]([F:38])([F:37])[F:36])[CH:27]=1)=[O:7] |f:1.2,5.6.7|. Procedure: To a solution of (2R)-1-[3,5-bis(trifluoromethyl)-benzoyl]-2-[4-methyl-3-(trifluoroacetylamino)benzyl]-4-[2-[(2S)-2-(methoxymethyl)morpholino]ethyl]piperazine (131 mg) in tetrahydrofuran (2 ml) was added sodium hydride (10 mg) and the resulting mixture was stirred for 20 minutes. Methyl iodide (28 mg) was added to the mixture and the whole was stirred at room temperature overnight. Brine was added to the mixture and the organic layer was separated, dried over magnesium sulfate, and evaporated in... Starting materials: C1CCOC1, Cn1cc(C2=C(c3cccc(OCCCN=[N+]=[N-])c3)C(=O)NC2=O)c2ccccc21, O, c1ccc(P(c2ccccc2)c2ccccc2)cc1. The product is Cn1cc(C2=C(c3cccc(OCCCN)c3)C(=O)NC2=O)c2ccccc21. As a reaction SMILES: [CH2:51]1[O:52][CH2:53][CH2:54][CH2:55]1.[CH3:1][n:2]1[cH:3][c:4]([C:11]2=[C:15]([c:16]3[cH:17][c:18]([O:22][CH2:23][CH2:24][CH2:25][N:26]=[N+:27]=[N-:28])[cH:19][cH:20][cH:21]3)[C:14](=[O:29])[NH:13][C:12]2=[O:30])[c:5]2[cH:6][cH:7][cH:8][cH:9][c:10]12.[OH2:50].[c:31]1([P:32]([c:33]2[cH:34][cH:35][cH:36][cH:37][cH:38]2)[c:39]2[cH:40][cH:41][cH:42][cH:43][cH:44]2)[cH:45][cH:46][cH:47][cH:48][cH:49]1>>[CH3:1][n:2]1[cH:3][c:4]([C:11]2=[C:15]([c:16]3[cH:17][c:18]([O:22][CH2:23][CH2:24][CH2:25][NH2:26])[cH:19][cH:20][cH:21]3)[C:14](=[O:29])[NH:13][C:12]2=[O:30])[c:5]2[cH:6][cH:7][cH:8][cH:9][c:10]12.